Dataset: the Open Reaction Database (ORD), a public repository of structured organic reaction records. Task: describe an organic reaction: reactants, conditions, products, and yield Starting materials: ClC1=C(C2=C(CCN(CC2)C(C(F)(F)F)=O)C=C1)OS(=O)(=O)C(F)(F)F (7-chloro-3-(2,2,2-trifluoroacetyl)-6-trifluoromethanesulfonyloxy-2,3,4,5-tetrahydro-1H-benzo[d]azepine), NCC1=CC(=C(C(=O)NC2CCCCC2)C=C1)F (4-aminomethyl-N-cyclohexyl-2-fluoro-benzamide). The product is ClC1=C(C2=C(CCN(CC2)C(C(F)(F)F)=O)C=C1)NCC1=CC(=C(C=C1)C(=O)NC1CCCCC1)F (7-chloro-6-[4-(cyclohexylaminocarbonyl-)3-fluoro-benzylamino]-3-(2,2,2-trifluoroacetyl)-2,3,4,5-tetrahydro-1H-benzo[d]azepine). Reaction SMILES: [Cl:1][C:2]1[CH:18]=[CH:17][C:5]2[CH2:6][CH2:7][N:8]([C:11](=[O:16])[C:12]([F:15])([F:14])[F:13])[CH2:9][CH2:10][C:4]=2[C:3]=1OS(C(F)(F)F)(=O)=O.[NH2:27][CH2:28][C:29]1[CH:43]=[CH:42][C:32]([C:33]([NH:35][CH:36]2[CH2:41][CH2:40][CH2:39][CH2:38][CH2:37]2)=[O:34])=[C:31]([F:44])[CH:30]=1>>[Cl:1][C:2]1[CH:18]=[CH:17][C:5]2[CH2:6][CH2:7][N:8]([C:11](=[O:16])[C:12]([F:14])([F:13])[F:15])[CH2:9][CH2:10][C:4]=2[C:3]=1[NH:27][CH2:28][C:29]1[CH:43]=[CH:42][C:32]([C:33]([NH:35][CH:36]2[CH2:37][CH2:38][CH2:39][CH2:40][CH2:41]2)=[O:34])=[C:31]([F:44])[CH:30]=1. Procedure details: Use a method similar to the General Procedure 5-2 to react 7-chloro-3-(2,2,2-trifluoroacetyl)-6-trifluoromethanesulfonyloxy-2,3,4,5-tetrahydro-1H-benzo[d]azepine (500 mg, 1.17 mmol) with 4-aminomethyl-N-cyclohexyl-2-fluoro-benzamide (441 mg, 1.76 mmol). Purify by chromatography on silica gel eluting with hexane/EtOAc (20:1, 10:1, 7:1 and 5:1) to give 7-chloro-6-[4-(cyclohexylaminocarbonyl-)3-fluoro-benzylamino]-3-(2,2,2-trifluoroacetyl)-2,3,4,5-tetrahydro-1H-benzo[d]azepine as an oil. Yields the product CN(C)S(=O)(=O)NC(=O)c1ccc2c(c1)-c1cc3c(C4CCCCC4)cccc3n1C=C1N=NCN12. Reactants: CN(C)S(N)(=O)=O, CN(C)c1ccncc1, CS(C)=O, CO, O=C(O)c1ccc2c(c1)-c1cc3c(C4CCCCC4)cccc3n1C=C1N=NCN12. RXN SMILES: [CH3:31][N:32]([S:33](=[O:34])(=[O:35])[NH2:36])[CH3:37].[CH3:38][N:39]([c:40]1[cH:41][cH:42][n:43][cH:44][cH:45]1)[CH3:46].[CH3:47][S:48]([CH3:49])=[O:50].[CH3:51][OH:52].[CH:1]1([c:7]2[c:8]3[cH:9][c:10]4[n:11]([c:27]3[cH:28][cH:29][cH:30]2)[CH:12]=[C:13]2[N:14]([c:15]3[c:16]-4[cH:17][c:18]([C:21](=[O:22])[OH:23])[cH:19][cH:20]3)[CH2:24][N:25]=[N:26]2)[CH2:2][CH2:3][CH2:4][CH2:5][CH2:6]1>>[CH:1]1([c:7]2[c:8]3[cH:9][c:10]4[n:11]([c:27]3[cH:28][cH:29][cH:30]2)[CH:12]=[C:13]2[N:14]([c:15]3[c:16]-4[cH:17][c:18]([C:21](=[O:23])[NH:36][S:33]([N:32]([CH3:31])[CH3:37])(=[O:34])=[O:35])[cH:19][cH:20]3)[CH2:24][N:25]=[N:26]2)[CH2:2][CH2:3][CH2:4][CH2:5][CH2:6]1. Reactants: C(Cl)C1CO1 (epichlorohydrin), COC1=CC=2C(C3=C(C(=NC4=CC=CC=C34)N3CCNCC3)C2C=C1)=NO (9-Methoxy-6-(piperazin-1-yl)-11H-indeno[1,2-c]quinolin-11-one oxime), 3-bromopropylamine·Br, COC1=CC=2C(C3=C(C(=NC4=CC=CC=C34)N3CCNCC3)C2C=C1)=O (9-Methoxy-6-(piperazin-1-yl)-11H-indeno[1,2-c]quinolin-11-one). Yields the product NCCCON=C1C=2C=C(C=CC2C=2C(=NC3=CC=CC=C3C21)N2CCNCC2)OC (9-Methoxy-6-(piperazin-1-yl)-11H-indeno[1,2-c]quinolin-11-one O-3-aminopropyl oxime). Reaction SMILES: [CH3:1][O:2][C:3]1[CH:25]=[CH:24][C:23]2[C:8]3[C:9]([N:17]4[CH2:22][CH2:21][NH:20][CH2:19][CH2:18]4)=[N:10][C:11]4[C:16]([C:7]=3[C:6](=[N:26][OH:27])[C:5]=2[CH:4]=1)=[CH:15][CH:14]=[CH:13][CH:12]=4.COC1C=CC2[C:35]3[C:36](N4CCNCC4)=[N:37]C4C([C:34]=3C(=O)C=2C=1)=CC=CC=4.C(C1OC1)Cl>>[NH2:37][CH2:36][CH2:35][CH2:34][O:27][N:26]=[C:6]1[C:7]2[C:16]3[C:11](=[CH:12][CH:13]=[CH:14][CH:15]=3)[N:10]=[C:9]([N:17]3[CH2:22][CH2:21][NH:20][CH2:19][CH2:18]3)[C:8]=2[C:23]2[CH:24]=[CH:25][C:3]([O:2][CH3:1])=[CH:4][C:5]1=2. Reported procedure: 9-Methoxy6-(piperazin-1-yl)-11H-indeno[1,2-c]quinolin-11-one O-3-aminopropyl oxime (6t) was prepared substantially according to the procedures as set forth in the above Synthesis Example 18, except that compound 6p and 3-bromopropylamine·Br were used in place of compound 5x and epichlorohydrin, respectively, giving the title compound at a yield of 41%. Reactants: COC(CCNC(C)=O)=O (N-acetyl-β-alanine methyl ester), C(O)CN (ethanolamine). Product: C(C)(=O)NCCC(=O)NCCO (3-(acetylamino)-N-(2-hydroxyethyl)propanamide). Reaction SMILES: CO[C:3](=[O:10])[CH2:4][CH2:5][NH:6][C:7](=[O:9])[CH3:8].[CH2:11]([CH2:13][NH2:14])[OH:12]>>[C:7]([NH:6][CH2:5][CH2:4][C:3]([NH:14][CH2:13][CH2:11][OH:12])=[O:10])(=[O:9])[CH3:8]. Procedure details: According to scheme V, N-acetyl-β-alanine methyl ester 5 is reacted with ethanolamine neat at 85° C., giving 3-(acetylamino)-N-(2-hydroxyethyl)propanamide 16 which is reacted with oleoyl chloride 1, giving the ester isostere product 2-[[3-(acetylamino)-1-oxopropyl]amino]ethyl-9(Z)-octadecenoate 17. ##STR14## Starting materials: C1C(C)O1 (propylene oxide), NC(C(=O)OCC)(CCC(C(C=C)N)F)C(=O)OCC (Ethyl 2,6-diamino-2-ethoxycarbonyl-5-fluoro-7-octenoate), Cl (HCl), [OH-].[Na+] (NaOH), Cl (HCl). Solvent: C(C)(C)O (isopropanol), C(C)O (ethanol). Product: NC(C(=O)O)(CCC(C(C=C)N)F)C(=O)O (2,6-diamino-2-carboxy-5-fluoro-7-octenoic acid). Reaction SMILES: [NH2:1][C:2]([C:16]([O:18]CC)=[O:17])([CH2:8][CH2:9][CH:10]([F:15])[CH:11]([NH2:14])[CH:12]=[CH2:13])[C:3]([O:5]CC)=[O:4].[OH-].[Na+].Cl.C1OC1C>C(O)C.C(O)(C)C>[NH2:1][C:2]([C:16]([OH:18])=[O:17])([CH2:8][CH2:9][CH:10]([F:15])[CH:11]([NH2:14])[CH:12]=[CH2:13])[C:3]([OH:5])=[O:4] |f:1.2|. Procedure: The crude material 23 (11.5 g, about 31 mmoles since some solvent left) is dissolved in ethanol (150 mL) and 2N NaOH (150 mL) and stirred at room temperature for 3 hours. The mixture is neutralized with conc. HCl (about 25 mL) with cooling, then acidified (HCl). After evaporation and drying, the residue is dissolved in ethanol, filtered through millipore, and evaporated again. Dissolving in water, filtration, and evaporation yields a solid (11 g, 2 g more than theory). This is dissolved in isopr... Reactants: CCOCC, [Cl-], CC(Cc1ccc(C(N)=O)s1)N=[N+]=[N-], N, c1ccc(P(c2ccccc2)c2ccccc2)cc1. Yields the product CC(N)Cc1ccc(C(N)=O)s1. Reaction SMILES: [CH3:36][CH2:37][O:38][CH2:39][CH3:40].[Cl-:1].[N:2](=[N+:3]=[N-:4])[CH:5]([CH2:6][c:7]1[cH:8][cH:9][c:10]([C:12](=[O:13])[NH2:14])[s:11]1)[CH3:15].[NH3:16].[c:17]1([P:18]([c:19]2[cH:20][cH:21][cH:22][cH:23][cH:24]2)[c:25]2[cH:26][cH:27][cH:28][cH:29][cH:30]2)[cH:31][cH:32][cH:33][cH:34][cH:35]1>>[NH2:2][CH:5]([CH2:6][c:7]1[cH:8][cH:9][c:10]([C:12](=[O:13])[NH2:14])[s:11]1)[CH3:15]. Starting materials: C(C=C)(=O)OCCO (2-hydroxyethyl acrylate), C(C=C)(=O)OCCCCCCCCCCCC (dodecyl acrylate). The reagents and catalysts are C(C1=CC=CC=C1)(=O)OOC(C1=CC=CC=C1)=O (dibenzoyl peroxide). Solvent: C(C)C(=O)C (methyl ethyl ketone). Reaction conditions: temperature 80 celsius. The product is C(C=C)(=O)OCCO.C(C=C)(=O)OCCCCCCCCCCCC (2-hydroxyethyl acrylate dodecyl acrylate). Isolated yield 95.0%. RXN SMILES: [C:1]([O:5][CH2:6][CH2:7][OH:8])(=[O:4])[CH:2]=[CH2:3].[C:9]([O:13][CH2:14][CH2:15][CH2:16][CH2:17][CH2:18][CH2:19][CH2:20][CH2:21][CH2:22][CH2:23][CH2:24][CH3:25])(=[O:12])[CH:10]=[CH2:11]>C(C(C)=O)C.C(OOC(=O)C1C=CC=CC=1)(=O)C1C=CC=CC=1>[C:1]([O:5][CH2:6][CH2:7][OH:8])(=[O:4])[CH:2]=[CH2:3].[C:9]([O:13][CH2:14][CH2:15][CH2:16][CH2:17][CH2:18][CH2:19][CH2:20][CH2:21][CH2:22][CH2:23][CH2:24][CH3:25])(=[O:12])[CH:10]=[CH2:11] |f:4.5|. Reported procedure: 11.6 gm (0.1 mole) of 2-hydroxyethyl acrylate and 144 gm (0.6 mole) of dodecyl acrylate were dissolved in 360 gm of methyl ethyl ketone. To the solution obtained were added 3.1 gm of dibenzoyl peroxide as a catalyst. The reaction mixture was maintained for 5 hours under stirring at a temperature of 80° C. After the reaction was completed, the solvent was distilled off and the reaction product was washed several times with methanol. 148 gm, (95% of theory) of 2-hydroxyethyl acrylate/dodecyl acryl... Starting materials: ClC1=CC=C(C=C1)C(C(C(=O)OCC)=NO)=O (Ethyl 3-(4-chlorophenyl)-2-hydroxyimino-3-oxopropionate), O1CCN(CC1)C1=CC=C(C=O)C=C1 (4-morpholinobenzaldehyde), C(C)(=O)[O-].[NH4+] (ammonium acetate). Solvent: C(C)(=O)O (acetic acid). Product: ClC1=CC=C(C=C1)C1=C(N=C(N1)C1=CC=C(C=C1)N1CCOCC1)C(=O)OCC (ethyl 5-(4-chlorophenyl)-2-(4-morpholinophenyl)imidazole-4-carboxylate). Yield: 24.2%. RXN SMILES: [Cl:1][C:2]1[CH:7]=[CH:6][C:5]([C:8](=O)[C:9](=[N:15]O)[C:10]([O:12][CH2:13][CH3:14])=[O:11])=[CH:4][CH:3]=1.[O:18]1[CH2:23][CH2:22][N:21]([C:24]2[CH:31]=[CH:30][C:27]([CH:28]=O)=[CH:26][CH:25]=2)[CH2:20][CH2:19]1.C([O-])(=O)C.[NH4+:36]>C(O)(=O)C>[Cl:1][C:2]1[CH:7]=[CH:6][C:5]([C:8]2[NH:36][C:28]([C:27]3[CH:30]=[CH:31][C:24]([N:21]4[CH2:22][CH2:23][O:18][CH2:19][CH2:20]4)=[CH:25][CH:26]=3)=[N:15][C:9]=2[C:10]([O:12][CH2:13][CH3:14])=[O:11])=[CH:4][CH:3]=1 |f:2.3|. Reported procedure: Ethyl 3-(4-chlorophenyl)-2-hydroxyimino-3-oxopropionate (200 g), 4-morpholinobenzaldehyde (244.4 g) and ammonium acetate (603 g) were refluxed under heating for 15 hr in acetic acid, and the solvent was evaporated under reduced pressure. The residue was dissolved in chloroform (2 L), and the solution was neutralized with a saturated aqueous hydrogencarbonate solution and extracted with chloroform. The organic layer was dried over anhydrous magnesium sulfate and, after drying, the solvent was eva... Reactants: C(C)(C)(C)[C@@H]1CC[C@H](CC1)N(C1CCC2=CC(=CC=C12)C(=O)OCCCC)C1=NC2=C(N1C)C=CC(=C2)OC (butyl 1-[(trans-4-tert-butylcyclohexyl)(5-methoxy-1-methyl-1H-benzimidazol-2-yl)amino]indane-5-carboxylate), B(Br)(Br)Br (BBr3). Run in ClCCl (dichloromethane). Run at temperature -78 celsius, time 30 minute. Product: C(C)(C)(C)[C@@H]1CC[C@H](CC1)N(C1CCC2=CC(=CC=C12)C(=O)OCCCC)C1=NC2=C(N1C)C=CC(=C2)O (butyl 1-[(trans-4-tert-butylcyclohexyl)(5-hydroxy-1-methyl-1H-benzimidazol-2-yl)amino]indane-5-carboxylate). As a reaction SMILES: [C:1]([C@H:5]1[CH2:10][CH2:9][C@H:8]([N:11]([C:28]2[N:32]([CH3:33])[C:31]3[CH:34]=[CH:35][C:36]([O:38]C)=[CH:37][C:30]=3[N:29]=2)[CH:12]2[C:20]3[C:15](=[CH:16][C:17]([C:21]([O:23][CH2:24][CH2:25][CH2:26][CH3:27])=[O:22])=[CH:18][CH:19]=3)[CH2:14][CH2:13]2)[CH2:7][CH2:6]1)([CH3:4])([CH3:3])[CH3:2].B(Br)(Br)Br>ClCCl>[C:1]([C@H:5]1[CH2:6][CH2:7][C@H:8]([N:11]([C:28]2[N:32]([CH3:33])[C:31]3[CH:34]=[CH:35][C:36]([OH:38])=[CH:37][C:30]=3[N:29]=2)[CH:12]2[C:20]3[C:15](=[CH:16][C:17]([C:21]([O:23][CH2:24][CH2:25][CH2:26][CH3:27])=[O:22])=[CH:18][CH:19]=3)[CH2:14][CH2:13]2)[CH2:9][CH2:10]1)([CH3:2])([CH3:3])[CH3:4]. Reported procedure: To a solution of butyl 1-[(trans-4-tert-butylcyclohexyl)(5-methoxy-1-methyl-1H-benzimidazol-2-yl)amino]indane-5-carboxylate (0.40 g, 0.75 mmol) in 20 mL of anhydrous dichloromethane at −78° C. was slowly added BBr3 (1.0 M solution in CH2Cl2, 3.8 mL, 3.8 mmol) over 10 min. The reaction mixture was stirred at −78° C. for 30 min and then the cold bath was removed. The reaction was quenched after 20 min with saturated aqueous NaHCO3 (20 mL) and extracted with EtOAc (3×15 mL). The organic layers were... Solvent: CN(C=O)C (dimethylformamide). Yields the product BrC1=CC=C(C=C1)C=1SC=C(N1)CC(=O)OCC (Ethyl 2-(4-Bromophenyl)-thiazol-4-ylacetate). Reactants: BrC1=CC=C(C(=S)N)C=C1 (4-bromothiobenzamide), ClCC(CC(=O)OCC)=O (ethyl 4-chloroacetoacetate), ClCC(CC(=O)OCC)=O (ethyl chloroacetoacetate), thioamide, thioamide, ice water. RXN SMILES: [Br:1][C:2]1[CH:10]=[CH:9][C:5]([C:6]([NH2:8])=[S:7])=[CH:4][CH:3]=1.Cl[CH2:12][C:13](=O)[CH2:14][C:15]([O:17][CH2:18][CH3:19])=[O:16]>CN(C)C=O>[Br:1][C:2]1[CH:10]=[CH:9][C:5]([C:6]2[S:7][CH:12]=[C:13]([CH2:14][C:15]([O:17][CH2:18][CH3:19])=[O:16])[N:8]=2)=[CH:4][CH:3]=1. Conditions: time 1 day. Procedure: A mixture of 4-bromothiobenzamide (7.62 g), 35.2 mmole), ethyl 4-chloroacetoacetate (5.82 g, 35.2 mmole) and dimethylformamide (23 ml) was stirred under nitrogen and heated in an oil-bath at 115°-120° C. for 11/2 hours. Thin layer chromatography showed the presence of unreacted thioamide. More ethyl chloroacetoacetate (2.91 g, 17.6 mmole) was added and heating was continued for 11/2 hours, by which time no unreacted thioamide remained. The mixture was cooled and poured into ice-water (125 ml) an...